From a dataset of the Open Reaction Database (ORD), a public repository of structured organic reaction records. describe an organic reaction: reactants, conditions, products, and yield Starting materials: [H-].[Al+3].[Li+].[H-].[H-].[H-] (lithium aluminium hydride), COC=1C=CC=C2CCC(OC12)C(=O)OCC (ethyl 8-methoxy-chroman-2-carboxylate), O (water), [OH-].[Na+] (sodium hydroxide), O (water). The solvent is C(C)OCC (diethyl ether), O1CCCC1 (tetrahydrofuran). Run at time 8 hour. The product is OCC1OC2=C(C=CC=C2CC1)OC (2-Hydroxymethyl-8-methoxy-chroman). Reaction SMILES: [CH3:1][O:2][C:3]1[CH:4]=[CH:5][CH:6]=[C:7]2[C:12]=1[O:11][CH:10]([C:13](OCC)=[O:14])[CH2:9][CH2:8]2.[H-].[Al+3].[Li+].[H-].[H-].[H-].O.[OH-].[Na+]>O1CCCC1.C(OCC)C>[OH:14][CH2:13][CH:10]1[CH2:9][CH2:8][C:7]2[C:12](=[C:3]([O:2][CH3:1])[CH:4]=[CH:5][CH:6]=2)[O:11]1 |f:1.2.3.4.5.6,8.9|. Reported procedure: 59.0 g (0.25 mol) of ethyl 8-methoxy-chroman-2-carboxylate in 525 ml of anhydrous tetrahydrofuran are added dropwise in the course of 1 h, with stirring, at 20° C. to a suspension of 9.5 g (0.25 mol) of lithium aluminium hydride in 525 ml of anhydrous diethyl ether. The batch is stirred overnight and 9.5 ml of water, 9.5 ml of 15% strength sodium hydroxide solution and 28.4 ml of water are then successively added dropwise, with cooling. The organic phase is decanted off and evaporated. The resid... RXN SMILES: S(Cl)(Cl)=O.C(N(C(C)C)C(C)C)C.[CH:14]1([NH:20][C:21]2[CH:26]=[CH:25][CH:24]=[CH:23][CH:22]=2)[CH2:19][CH2:18][CH2:17][CH2:16][CH2:15]1.[CH3:27][CH:28]1[CH2:32][CH2:31][CH2:30][O:29]1.[C:33]1(C)[CH:38]=CC=[CH:35][CH:34]=1>O>[CH:21]1([N:20]([C:14]2[CH:19]=[CH:18][CH:17]=[CH:16][CH:15]=2)[C:30](=[O:29])/[CH:31]=[CH:32]/[C:28]2[CH:35]=[CH:34][CH:33]=[CH:38][CH:27]=2)[CH2:26][CH2:25][CH2:24][CH2:23][CH2:22]1. The solvent is O (water). Run at temperature 50 celsius. Reactants: C1(CCCCC1)NC1=CC=CC=C1 (N-cyclohexylaniline), C1(=CC=CC=C1)C (toluene), S(=O)(Cl)Cl (thionyl chloride), CC1OCCC1 (2-methyltetrahydrofuran), C1(=CC=CC=C1)C (toluene), S(=O)(Cl)Cl (thionyl chloride), C(C)N(C(C)C)C(C)C (ethyldiisopropylamine), C1(=CC=CC=C1)C (toluene). Procedure: 7.60 g (0.051 mol) of cinammic acid, 92 ml of toluene and 0.41 g (5.6 mmol) g of N,N-dimethylormamide are provided and mixed with 7.3 g (0.062 mol) of thionyl chloride. Stirring takes place for 1 hour followed by heating to 50° C. The toluene and excess thionyl chloride are drawn off under vacuum. Then 22 ml of toluene and 7.3 g (0.056 mol) of ethyldiisopropylamine are added at 60° C. A solution of 9.1 g (0.056 mol) of N-cyclohexylaniline in toluene is added and stirred for 1 hour at 60° C. Hydr... Yield: 68.0%. Yields the product C1(CCCCC1)N(C(\C=C\C1=CC=CC=C1)=O)C1=CC=CC=C1 ((E)-N-cyclohexyl-3,N-diphenyl-acrylamide). Procedure: A 332 mg (1.2 mmol) sample of 1-BOC-2-(S)-pyrrolidinemethanol, prepared as described above, and 240 mg (1.38 mmol) of 5-bromo-3-hydroxypyridine, prepared as in step b above, were reacted with triphenylphosphine and DEAD (1.2 mmol each) in 5 mL of THF at room temperature for 16 hours, to give 355 mg of the title compound. MS (CI/NH3) m/z 357/359 (M+H)+, 374/376 (M+NH4)+. 1H NMR (CDCl3, 300 MHz) δ: 8.28 (d, J=1.8 Hz, 1H), 8.24 (d, J=2.6 Hz, 1H), 7.44 (dd, J=1.8, 2.6 Hz, 1H), 8.24 (d, J=2.6 Hz, 1H)... The product is BrC=1C=C(C=NC1)OC[C@H]1N(CCC1)C(=O)OC(C)(C)C (5-bromo-3-(1-BOC-2-(S)-pyrrolidinylmethoxy)pyridine). Reaction SMILES: [C:1]([N:8]1[CH2:12][CH2:11][CH2:10][C@H:9]1[CH2:13][OH:14])([O:3][C:4]([CH3:7])([CH3:6])[CH3:5])=[O:2].[Br:15][C:16]1[CH:17]=[C:18](O)[CH:19]=[N:20][CH:21]=1.C1(P(C2C=CC=CC=2)C2C=CC=CC=2)C=CC=CC=1.CCOC(/N=N/C(OCC)=O)=O>C1COCC1>[Br:15][C:16]1[CH:17]=[C:18]([O:14][CH2:13][C@@H:9]2[CH2:10][CH2:11][CH2:12][N:8]2[C:1]([O:3][C:4]([CH3:7])([CH3:6])[CH3:5])=[O:2])[CH:19]=[N:20][CH:21]=1. The reactants are C(=O)(OC(C)(C)C)N1[C@@H](CCC1)CO (1-BOC-2-(S)-pyrrolidinemethanol), BrC=1C=C(C=NC1)O (5-bromo-3-hydroxypyridine), C1(=CC=CC=C1)P(C1=CC=CC=C1)C1=CC=CC=C1 (triphenylphosphine), CCOC(=O)/N=N/C(=O)OCC (DEAD). Solvent: C1CCOC1 (THF). As a reaction SMILES: [Cl:1][C:2]1[S:19][C:5]2[NH:6][C:7](=S)[CH2:8][N:9]=[C:10]([C:11]3[CH:16]=[CH:15][CH:14]=[CH:13][C:12]=3[Cl:17])[C:4]=2[CH:3]=1.[C:20]([CH2:22][C:23]([NH:25][NH2:26])=O)#[N:21]>CO>[Cl:1][C:2]1[S:19][C:5]2[N:6]3[C:23]([CH2:22][C:20]#[N:21])=[N:25][N:26]=[C:7]3[CH2:8][N:9]=[C:10]([C:11]3[CH:16]=[CH:15][CH:14]=[CH:13][C:12]=3[Cl:17])[C:4]=2[CH:3]=1. Product: ClC1=CC=2C(=NCC=3N(C2S1)C(=NN3)CC#N)C3=C(C=CC=C3)Cl (2-chloro-4-(o-chlorophenyl)-9-cyanomethyl-6H-thieno[3,2-f]-s-triazolo[4,3-a][1,4]diazepine). Procedure details: 1.2 g of 7-chloro-5-(o-chlorophenyl)-1,3-dihydro-2H-thieno[2,3-e]-1,4-diazepine-2-thione are refluxed for 1.5 hours together with 2 g of cyanoacetic acid hydrazide in 80 ml of absolute methanol, a dry nitrogen stream being conducted through the solution. The solution is concentrated to 10 ml and left to crystallize. The 7-chloro-5-(o-chlorophenyl)-2-(2-cyanoacetylhydrazino)-3H-thieno[2,3-e]-1,4-diazepine, which is filtered off under a vacuum and dried, is refluxed for 2 hours in 150 ml of absolu... Run in CO (methanol). The reactants are ClC1=CC2=C(NC(CN=C2C2=C(C=CC=C2)Cl)=S)S1 (7-chloro-5-(o-chlorophenyl)-1,3-dihydro-2H-thieno[2,3-e]-1,4-diazepine-2-thione), C(#N)CC(=O)NN (cyanoacetic acid hydrazide). Reactants: FC1=CC=C(C(=O)C2=CC=C(CSC=3NC(C4=C(N3)NC=C4)=O)C=C2)C=C1 (2-[4-(4-fluorobenzoyl)benzyl]thio-7H-pyrrolo[2,3-d]-pyrimidin-4(3H)-one), C=O (formalin), CNC.O (dimethylamine water). Run in C(C)(=O)O.O (acetic acid water). Run at temperature 60 celsius, time 13 hour. Yields the product CN(C)CC1=CC2=C(N=C(NC2=O)SCC2=CC=C(C=C2)C(C2=CC=C(C=C2)F)=O)N1 (6-Dimethylaminomethyl-2-[4-(4-fluorobenzoyl) benzyl]thio-7H-pyrrolo[2,3-d]pyrimidin-4(3H)-one). Yield: 5.5%. Reaction SMILES: [F:1][C:2]1[CH:27]=[CH:26][C:5]([C:6]([C:8]2[CH:25]=[CH:24][C:11]([CH2:12][S:13][C:14]3[NH:15][C:16](=[O:23])[C:17]4[CH:22]=[CH:21][NH:20][C:18]=4[N:19]=3)=[CH:10][CH:9]=2)=[O:7])=[CH:4][CH:3]=1.[CH2:28]=O.[CH3:30][NH:31][CH3:32].O>C(O)(=O)C.O>[CH3:30][N:31]([CH2:28][C:21]1[NH:20][C:18]2[N:19]=[C:14]([S:13][CH2:12][C:11]3[CH:24]=[CH:25][C:8]([C:6](=[O:7])[C:5]4[CH:4]=[CH:3][C:2]([F:1])=[CH:27][CH:26]=4)=[CH:9][CH:10]=3)[NH:15][C:16](=[O:23])[C:17]=2[CH:22]=1)[CH3:32] |f:2.3,4.5|. Reported procedure: In 80% acetic acid/water (15 ml) was dissolved 2-[4-(4-fluorobenzoyl)benzyl]thio-7H-pyrrolo[2,3-d]-pyrimidin-4(3H)-one (570 mg) followed by addition of 37% formalin (244 mg) and, then, 50% dimethylamine-water (270 mg). The mixture was stirred at 60° C. for 13 hours. The solvent was then distilled off under reduced pressure and the residue was dissolved in water (15 ml), made basic with concentrated aqueous ammonia, and extracted with chloroform. The extract was washed with saturated aqueous NaCl... Reported procedure: To a solution of 9.1 g of 60% oily sodium hydride in 200 ml of tetrahydrofuran, 38.0 ml of ethyl diethylphosphonoacetate was added dropwise under cooling with ice, stirred for 20 minutes, and thereafter a solution of 31.4 g of 1-t-butoxycarbonyl-4-piperidone in 500 ml of tetrahydrofuran was added dropwise, followed by 40 minutes' stirring at the same temperature. The reaction liquid was diluted with ethyl acetate, washed successively with aqueous ammonium chloride solution, water and saturated b... Run in O1CCCC1 (tetrahydrofuran), O1CCCC1 (tetrahydrofuran), C(C)(=O)OCC (ethyl acetate). Reaction conditions: time 20 minute. Starting materials: C(C)(C)(C)OC(=O)N1CCC(CC1)=O (1-t-butoxycarbonyl-4-piperidone), [H-].[Na+] (sodium hydride), C(C)OP(=O)(OCC)CC(=O)OCC (ethyl diethylphosphonoacetate). Reaction SMILES: [H-].[Na+].[C:3]([O:7][C:8]([N:10]1[CH2:15][CH2:14][C:13](=O)[CH2:12][CH2:11]1)=[O:9])([CH3:6])([CH3:5])[CH3:4].C(OP([CH2:25][C:26]([O:28][CH2:29][CH3:30])=[O:27])(OCC)=O)C>O1CCCC1.C(OCC)(=O)C>[CH2:29]([O:28][C:26](=[O:27])[CH:25]=[C:13]1[CH2:14][CH2:15][N:10]([C:8]([O:7][C:3]([CH3:6])([CH3:5])[CH3:4])=[O:9])[CH2:11][CH2:12]1)[CH3:30] |f:0.1|. Yields the product C(C)OC(C=C1CCN(CC1)C(=O)OC(C)(C)C)=O (t-butyl 4-(2-ethoxy-2-oxoethylidene)tetrahydropyridine-1(2H)-carboxylate). Reactants: C(C)OC1=C(N)C=CC=C1 (o-ethoxyaniline), C([O-])(O)=O.[Na+] (sodium bicarbonate), CC1=C(C(=O)Br)C=CC=C1 (o-methylbenzoyl bromide), CC1=C(C(=O)Br)C=CC=C1 (o-methylbenzoyl bromide). Solvent: CC(=O)C (acetone). Reaction conditions: temperature 40 celsius. Product: C(C)OC1=C(NC(C2=C(C=CC=C2)C)=O)C=CC=C1 (2'-ethoxy-2-methylbenzanilide). Isolated yield 94.5%. Reaction SMILES: [CH3:1][C:2]1[CH:10]=[CH:9][CH:8]=[CH:7][C:3]=1[C:4](Br)=[O:5].[CH2:11]([O:13][C:14]1[CH:20]=[CH:19][CH:18]=[CH:17][C:15]=1[NH2:16])[CH3:12].C(=O)(O)[O-].[Na+]>CC(C)=O>[CH2:11]([O:13][C:14]1[CH:20]=[CH:19][CH:18]=[CH:17][C:15]=1[NH:16][C:4](=[O:5])[C:3]1[CH:7]=[CH:8][CH:9]=[CH:10][C:2]=1[CH3:1])[CH3:12] |f:2.3|. Reported procedure: A 19.9 g (0.1 mol) portion of o-methylbenzoyl bromide was added dropwise with cooling to a mixture of 13.7 g (0.1 mol) of o-ethoxyaniline and 8.4 g (0.1 mol) of sodium bicarbonate in 200 ml of acetone with stirring. After addition of the o-methylbenzoyl bromide, the reaction mixture was warmed to 40° C and the mixture was refluxed and stirred for another 40 hours. After filtering, the ether was distilled from the reaction mixture and the residual material was re-dissolved in ether and washed wit... Reactants: CN1C([C@H](CC=C[C@H]1C1=CC=CC=C1)NC(OCC1=CC=CC=C1)=O)=O (benzyl [(3S,7S)-1-methyl-2-oxo-7-phenyl-2,3,4,7-tetrahydro-1H-azepin-3-yl]carbamate). Reagents/catalysts: [OH-].[OH-].[Pd+2] (Pearlman's catalyst). The solvent is CCO (EtOH). The product is N[C@@H]1C(N([C@@H](CCC1)C1=CC=CC=C1)C)=O ((3S,7S)-3-amino-1-methyl-7-phenylazepan-2-one). Isolated yield 90.0%. Reaction SMILES: [CH3:1][N:2]1[C@H:8]([C:9]2[CH:14]=[CH:13][CH:12]=[CH:11][CH:10]=2)[CH:7]=[CH:6][CH2:5][C@H:4]([NH:15]C(=O)OCC2C=CC=CC=2)[C:3]1=[O:26]>[OH-].[OH-].[Pd+2].CCO>[NH2:15][C@H:4]1[CH2:5][CH2:6][CH2:7][C@@H:8]([C:9]2[CH:14]=[CH:13][CH:12]=[CH:11][CH:10]=2)[N:2]([CH3:1])[C:3]1=[O:26] |f:1.2.3|. Reported procedure: A mixture of benzyl [(3S,7S)-1-methyl-2-oxo-7-phenyl-2,3,4,7-tetrahydro-1H-azepin-3-yl]carbamate (2c) (216 mg) and Pearlman's catalyst (40 mg) in EtOH (7 mL) was hydrogenated at 45 psi overnight. The reaction mixture was filtered through Celite and concentrated in vacuo. The residue was dissolved in EtOAc and washed with saturated NaHCO3, brine, dried (Na2SO4), filtered and concentrated to a viscous oil. The aqueous layer from above were extracted 3×50 ml DCM. The combined organic layer was wash... Reactants: COc1ccc(C(=O)O)cc1, COc1ccc(C2ONC(C)C=C2C)cc1, CO, CN(C)C=O, CC#N, ClCCl. The product is COc1ccc(C(=O)N2OC(c3ccc(OC)cc3)C(C)=CC2C)cc1. As a reaction SMILES: [CH3:17][O:18][c:19]1[cH:20][cH:21][c:22]([C:25]([OH:26])=[O:27])[cH:23][cH:24]1.[CH3:1][CH:2]1[NH:3][O:4][CH:5]([c:9]2[cH:10][cH:11][c:12]([O:15][CH3:16])[cH:13][cH:14]2)[C:6]([CH3:8])=[CH:7]1.[CH3:28][OH:29].[CH3:33][N:34]([CH3:35])[CH:36]=[O:37].[CH3:38][C:39]#[N:40].[Cl:30][CH2:31][Cl:32]>>[CH3:1][CH:2]1[N:3]([C:25]([c:22]2[cH:21][cH:20][c:19]([O:18][CH3:17])[cH:24][cH:23]2)=[O:26])[O:4][CH:5]([c:9]2[cH:10][cH:11][c:12]([O:15][CH3:16])[cH:13][cH:14]2)[C:6]([CH3:8])=[CH:7]1. Reactants: CC(=O)NCC(CCl)OC(C)=O, CC(=O)O, O=C(Nc1ccc2c(c1)CCSC2)OCc1ccccc1, CO, CN(C)C=O. Yields the product CC(=O)NCC1CN(c2ccc3c(c2)CCSC3)C(=O)O1. RXN SMILES: [C:22](=[O:24])([O:25][CH:26]([CH2:27][NH:28][C:29]([CH3:30])=[O:31])[CH2:32][Cl:23])[CH3:33].[C:36]([OH:37])(=[O:38])[CH3:39].[CH2:1]1[S:2][CH2:3][CH2:4][c:5]2[c:6]1[cH:7][cH:8][c:9]([NH:11][C:12](=[O:13])[O:14][CH2:15][c:16]1[cH:17][cH:18][cH:19][cH:20][cH:21]1)[cH:10]2.[CH3:34][OH:35].[O:40]=[CH:41][N:42]([CH3:43])[CH3:44]>>[CH2:1]1[S:2][CH2:3][CH2:4][c:5]2[c:6]1[cH:7][cH:8][c:9]([N:11]1[C:22](=[O:24])[O:25][CH:26]([CH2:27][NH:28][C:29]([CH3:30])=[O:31])[CH2:32]1)[cH:10]2.